Dataset: the Open Reaction Database (ORD), a public repository of structured organic reaction records. Task: describe an organic reaction: reactants, conditions, products, and yield Starting materials: FC1=C(C(=CC=C1)OCCCCCCCC)F (1,2-difluoro-3-octoxybenzene), C(CCCCC)OC1=CC(=C(C=C1)Br)F (4-n-Hexyloxy-2-fluorobromobenzene). Yields the product C(CCCCCCC)OC1=C(C(=C(C=C1)C1=CC=C(C=C1)C1=CC=C(C=C1)CCCCC)F)F (4-n-octyloxy-4"-n-pentyl-2,3-difluoro-p-terphenyl). RXN SMILES: [F:1][C:2]1[CH:7]=[CH:6][CH:5]=[C:4]([O:8][CH2:9][CH2:10][CH2:11][CH2:12][CH2:13][CH2:14][CH2:15][CH3:16])[C:3]=1[F:17].C(O[C:25]1[CH:30]=[CH:29][C:28](Br)=[C:27](F)[CH:26]=1)CCCCC>>[CH2:9]([O:8][C:4]1[CH:5]=[CH:6][C:7]([C:2]2[CH:7]=[CH:6][C:5]([C:25]3[CH:26]=[CH:27][C:28]([CH2:9][CH2:10][CH2:11][CH2:12][CH3:13])=[CH:29][CH:30]=3)=[CH:4][CH:3]=2)=[C:2]([F:1])[C:3]=1[F:17])[CH2:10][CH2:11][CH2:12][CH2:13][CH2:14][CH2:15][CH3:16]. Reported procedure: This compound is prepared by an analogous route using 1,2-difluoro-3-octoxybenzene instead of 8B. This is prepared using the method as for 3A.